Dataset: the Open Reaction Database (ORD), a public repository of structured organic reaction records. Task: describe an organic reaction: reactants, conditions, products, and yield Starting materials: CCI, CN1CCCC1=O, [Cu], [K+], [OH-], O, c1ccc(Nc2cccc3ccccc23)cc1. Yields the product CCN(c1ccccc1)c1cccc2ccccc12. RXN SMILES: [CH2:1]([CH3:2])[I:3].[CH3:24][N:25]1[CH2:26][CH2:27][CH2:28][C:29]1=[O:30].[Cu:31].[K+:22].[OH-:21].[OH2:23].[c:4]1([NH:10][c:11]2[cH:12][cH:13][cH:14][c:15]3[cH:16][cH:17][cH:18][cH:19][c:20]23)[cH:5][cH:6][cH:7][cH:8][cH:9]1>>[CH2:1]([CH3:2])[N:10]([c:4]1[cH:5][cH:6][cH:7][cH:8][cH:9]1)[c:11]1[cH:12][cH:13][cH:14][c:15]2[cH:16][cH:17][cH:18][cH:19][c:20]12. The reactants are [BH4-], CC(C)(C)OC(=O)CC1(c2ccc(NCn3nnc4ccccc43)cc2)CCCC1, CCO, [Na+]. Product: CNc1ccc(C2(CC(=O)OC(C)(C)C)CCCC2)cc1. RXN SMILES: [BH4-:31].[C:1]([CH3:2])([CH3:3])([CH3:4])[O:5][C:6]([CH2:7][C:8]1([c:13]2[cH:14][cH:15][c:16]([NH:19][CH2:20][n:21]3[c:22]4[cH:23][cH:24][cH:25][cH:26][c:27]4[n:28][n:29]3)[cH:17][cH:18]2)[CH2:9][CH2:10][CH2:11][CH2:12]1)=[O:30].[CH3:33][CH2:34][OH:35].[Na+:32]>>[C:1]([CH3:2])([CH3:3])([CH3:4])[O:5][C:6]([CH2:7][C:8]1([c:13]2[cH:14][cH:15][c:16]([NH:19][CH3:20])[cH:17][cH:18]2)[CH2:9][CH2:10][CH2:11][CH2:12]1)=[O:30]. Product: NC1CC(n2cnc3c(NCC(c4ccccc4)c4ccccc4)nc(N4CCC(NC(=O)NCc5ccccn5)C4)nc32)C(O)C1O. As a reaction SMILES: [CH2:1]([O:2][C:3](=[O:4])[NH:10][CH:11]1[CH:12]([OH:57])[CH:13]([OH:56])[CH:14]([n:16]2[c:17]3[n:18][c:19]([N:40]4[CH2:41][CH:42]([NH:45][C:46](=[O:47])[NH:48][CH2:49][c:50]5[n:51][cH:52][cH:53][cH:54][cH:55]5)[CH2:43][CH2:44]4)[n:20][c:21]([NH:25][CH2:26][CH:27]([c:28]4[cH:29][cH:30][cH:31][cH:32][cH:33]4)[c:34]4[cH:35][cH:36][cH:37][cH:38][cH:39]4)[c:22]3[n:23][cH:24]2)[CH2:15]1)[c:5]1[cH:6][cH:7][cH:8][cH:9][cH:58]1.[CH3:61][CH2:62][OH:63].[H:59][H:60].[Pd:64]>>[NH2:10][CH:11]1[CH:12]([OH:57])[CH:13]([OH:56])[CH:14]([n:16]2[c:17]3[n:18][c:19]([N:40]4[CH2:41][CH:42]([NH:45][C:46](=[O:47])[NH:48][CH2:49][c:50]5[n:51][cH:52][cH:53][cH:54][cH:55]5)[CH2:43][CH2:44]4)[n:20][c:21]([NH:25][CH2:26][CH:27]([c:28]4[cH:29][cH:30][cH:31][cH:32][cH:33]4)[c:34]4[cH:35][cH:36][cH:37][cH:38][cH:39]4)[c:22]3[n:23][cH:24]2)[CH2:15]1. The reactants are O=C(NCc1ccccn1)NC1CCN(c2nc(NCC(c3ccccc3)c3ccccc3)c3ncn(C4CC(NC(=O)OCc5ccccc5)C(O)C4O)c3n2)C1, CCO, [H][H], [Pd]. Reactants: O=C(O)CNCC1OC(c2ccccc2Cl)c2cc(Cl)ccc2N(Cc2ccccc2)C1=O, O=C(O)C(=O)O. Yields the product CN(CC(=O)O)CC1OC(c2ccccc2Cl)c2cc(Cl)ccc2N(Cc2ccccc2)C1=O. Reaction SMILES: [CH2:1]([c:2]1[cH:3][cH:4][cH:5][cH:6][cH:7]1)[N:8]1[C:9](=[O:33])[CH:10]([CH2:27][NH:28][CH2:29][C:30](=[O:31])[OH:32])[O:11][CH:12]([c:20]2[c:21]([Cl:26])[cH:22][cH:23][cH:24][cH:25]2)[c:13]2[c:14]1[cH:15][cH:16][c:17]([Cl:19])[cH:18]2.[OH:34][C:35]([C:36](=[O:37])[OH:38])=[O:39]>>[CH2:1]([c:2]1[cH:3][cH:4][cH:5][cH:6][cH:7]1)[N:8]1[C:9](=[O:33])[CH:10]([CH2:27][N:28]([CH2:29][C:30](=[O:31])[OH:32])[CH3:35])[O:11][CH:12]([c:20]2[c:21]([Cl:26])[cH:22][cH:23][cH:24][cH:25]2)[c:13]2[c:14]1[cH:15][cH:16][c:17]([Cl:19])[cH:18]2. Starting materials: Cl (HCl), FC(OC1=C(C=O)C=CC=C1)(F)F (trifluoromethoxybenzaldehyde), [I-].C(CC)[C@@H]1CC[C@H](CC1)[C@@H]1CC[C@H](CC1)C[P+](C1=CC=CC=C1)(C1=CC=CC=C1)C1=CC=CC=C1 (trans-4-(trans-4-propylcyclohexyl)cyclohexylmethyltriphenylphosphonium iodide), CC(C)([O-])C.[K+] (potassium tert.-butoxide). Solvent: C1CCOC1 (THF), C1CCOC1 (THF), O (water). The product is FC(OC1=CC=C(C=C1)C=C[C@@H]1CC[C@H](CC1)[C@@H]1CC[C@H](CC1)CCC)(F)F (1-(4-trifluoromethoxyphenyl)-2-[trans-4-(trans-4-propylcyclohexyl)cyclohexyl]ethene). As a reaction SMILES: [F:1][C:2]([F:13])([F:12])[O:3][C:4]1[CH:11]=[CH:10][CH:9]=[CH:8][C:5]=1C=O.[I-].[CH2:15]([C@H:18]1[CH2:23][CH2:22][C@H:21]([C@H:24]2[CH2:29][CH2:28][C@H:27]([CH2:30][P+](C3C=CC=CC=3)(C3C=CC=CC=3)C3C=CC=CC=3)[CH2:26][CH2:25]2)[CH2:20][CH2:19]1)[CH2:16][CH3:17].[CH3:50]C(C)([O-])C.[K+].Cl>C1COCC1.O>[F:13][C:2]([F:1])([F:12])[O:3][C:4]1[CH:5]=[CH:8][C:9]([CH:50]=[CH:30][C@H:27]2[CH2:26][CH2:25][C@H:24]([C@H:21]3[CH2:20][CH2:19][C@H:18]([CH2:15][CH2:16][CH3:17])[CH2:23][CH2:22]3)[CH2:29][CH2:28]2)=[CH:10][CH:11]=1 |f:1.2,3.4|. Procedure details: 95 g of trifluoromethoxybenzaldehyde in 150 ml of THF are added over the course of 2-3 hours at -10° to -5° to a mixture of 300 g of trans-4-(trans-4-propylcyclohexyl)cyclohexylmethyltriphenylphosphonium iodide, 56 g of potassium tert.-butoxide and 500 ml of THF. The mixture is allowed to warm to room temperature and neutralized using 2 N HCl, water is added, and the mixture is extracted with methyl tert.-butyl ether. After work-up of the organic phase and purification by chromatography on silic...